From a dataset of the Open Reaction Database (ORD), a public repository of structured organic reaction records. describe an organic reaction: reactants, conditions, products, and yield Reactants: CC[Sn](CC)(CC)c1nccs1, CON=C(C(=O)OC)c1ccccc1Br, Cl[Pd]Cl, C1CCOC1, c1ccc(P(c2ccccc2)c2ccccc2)cc1. Yields the product CON=C(C(=O)OC)c1ccccc1-c1nccs1. RXN SMILES: [CH2:1]([Sn:2]([CH2:3][CH3:9])([c:4]1[s:5][cH:6][cH:7][n:8]1)[CH2:10][CH3:11])[CH3:12].[CH3:13][O:14][N:15]=[C:16]([C:17](=[O:18])[O:19][CH3:20])[c:21]1[c:22]([Br:27])[cH:23][cH:24][cH:25][cH:26]1.[Cl:52][Pd:53][Cl:54].[O:47]1[CH2:48][CH2:49][CH2:50][CH2:51]1.[c:28]1([P:29]([c:30]2[cH:31][cH:32][cH:33][cH:34][cH:35]2)[c:36]2[cH:37][cH:38][cH:39][cH:40][cH:41]2)[cH:42][cH:43][cH:44][cH:45][cH:46]1>>[c:4]1(-[c:22]2[c:21]([C:16](=[N:15][O:14][CH3:13])[C:17](=[O:18])[O:19][CH3:20])[cH:26][cH:25][cH:24][cH:23]2)[s:5][cH:6][cH:7][n:8]1. Reactants: ClC1=C(C(=O)C#N)C=CC=C1Cl (2,3-dichlorobenzoyl cyanide), C(C)#N (acetonitrile), polyphosphoric acid, C(O)(O)=O.NNC(=N)N (Aminoguanidine bicarbonate). Solvent: O (Water), O (water). Reaction conditions: time 0.5 hour. Yields the product phosphate salt, C(N)(=N)NN=C(C1=C(C(=CC=C1)Cl)Cl)C#N (2,3-dichlorobenzoyl cyanide amidinohydrazone). RXN SMILES: C(#N)C.[Cl:4][C:5]1[C:14]([Cl:15])=[CH:13][CH:12]=[CH:11][C:6]=1[C:7]([C:9]#[N:10])=O.C(=O)(O)O.[NH2:20][NH:21][C:22]([NH2:24])=[NH:23]>O>[C:22]([NH:21][N:20]=[C:7]([C:9]#[N:10])[C:6]1[CH:11]=[CH:12][CH:13]=[C:14]([Cl:15])[C:5]=1[Cl:4])(=[NH:23])[NH2:24] |f:2.3|. Procedure: Reactor (0.5 L) was charged under nitrogen with acetonitrile (200 ml) and polyphosphoric acid (220 g), and the mixture was stirred for 0.5 hour to obtain an emulsion. Solid 2,3-dichlorobenzoyl cyanide (41 g, 0.2 mole; assay 97.5%) was added to the emulsion. Aminoguanidine bicarbonate (41 g, 0.3 mole; assay 99.0%) was added to the mixture in 5 equal portions during 2 hours at 30-40° C. The reaction mixture was stirred at 50° C. during 22 hours. Water (40 ml) was then added to the reaction mixture...